From a dataset of the Open Reaction Database (ORD), a public repository of structured organic reaction records. describe an organic reaction: reactants, conditions, products, and yield The reactants are FC1=C(CN2C=3N(C(C(=C2)Br)=O)C(=C(N3)C3=CC=C(C=C3)OCC3CC3)C)C(=CC=C1)F (8-(2,6-difluorobenzyl)-5,8-dihydro-2-(4-cyclopropylmethoxyphenyl)-3-methyl-6-bromo-5-oxoimidazo[1,2-a]pyrimidine), O=O (oxygen), C1(=CC=CC=C1)B(O)O (phenylboronic acid), C(=O)([O-])[O-].[K+].[K+] (K2CO3). The reagents and catalysts are C=1C=CC(=CC1)[P](C=2C=CC=CC2)(C=3C=CC=CC3)[Pd]([P](C=4C=CC=CC4)(C=5C=CC=CC5)C=6C=CC=CC6)([P](C=7C=CC=CC7)(C=8C=CC=CC8)C=9C=CC=CC9)[P](C=1C=CC=CC1)(C=1C=CC=CC1)C=1C=CC=CC1 (tetrakis(triphenylphosphine)palladium(0)). Solvent: COCCOC (DME). Yields the product FC1=C(CN2C=3N(C(C(=C2)C2=CC=CC=C2)=O)C(=C(N3)C3=CC=C(C=C3)OCC3CC3)C)C(=CC=C1)F (8-(2,6-difluorobenzyl)-5,8-dihydro-2-(4-cyclopropylmethoxyphenyl)-3-methyl-6-phenyl-5-oxoimidazo[1,2-a]pyrimidine). Yield: 80.4%. RXN SMILES: [F:1][C:2]1[CH:31]=[CH:30][CH:29]=[C:28]([F:32])[C:3]=1[CH2:4][N:5]1[CH:10]=[C:9](Br)[C:8](=[O:12])[N:7]2[C:13]([CH3:27])=[C:14]([C:16]3[CH:21]=[CH:20][C:19]([O:22][CH2:23][CH:24]4[CH2:26][CH2:25]4)=[CH:18][CH:17]=3)[N:15]=[C:6]12.O=O.[C:35]1(B(O)O)[CH:40]=[CH:39][CH:38]=[CH:37][CH:36]=1.C([O-])([O-])=O.[K+].[K+]>C1C=CC([P]([Pd]([P](C2C=CC=CC=2)(C2C=CC=CC=2)C2C=CC=CC=2)([P](C2C=CC=CC=2)(C2C=CC=CC=2)C2C=CC=CC=2)[P](C2C=CC=CC=2)(C2C=CC=CC=2)C2C=CC=CC=2)(C2C=CC=CC=2)C2C=CC=CC=2)=CC=1.COCCOC>[F:1][C:2]1[CH:31]=[CH:30][CH:29]=[C:28]([F:32])[C:3]=1[CH2:4][N:5]1[CH:10]=[C:9]([C:35]2[CH:40]=[CH:39][CH:38]=[CH:37][CH:36]=2)[C:8](=[O:12])[N:7]2[C:13]([CH3:27])=[C:14]([C:16]3[CH:21]=[CH:20][C:19]([O:22][CH2:23][CH:24]4[CH2:26][CH2:25]4)=[CH:18][CH:17]=3)[N:15]=[C:6]12 |f:3.4.5,^1:53,55,74,93|. Procedure details: The compound obtained in Example 24 (0.02 g, 0.04 mmol) is added to DME (30 ml), which is oxygen free. To this mixture is added phenylboronic acid (0.0054 g, 0.044 mmol), 2N aqueous K2CO3 solution (0.1 ml), tetrakis(triphenylphosphine)palladium(0) (0.0046 g, 0.004 mmol). Then the mixture is refluxed for 3 hours under argon atmosphere. The residual reaction mixture is partitioned between ethyl acetate (100 ml) and water (30 ml). The aqueous layer is extracted with ethyl acetate (30 ml). The combi... Starting materials: C=CCOC(=O)c1ccc(CC(=O)O)cc1, CC1(C)CCC(C)(C)c2cc(N)ccc21. The product is C=CCOC(=O)c1ccc(CC(=O)Nc2ccc3c(c2)C(C)(C)CCC3(C)C)cc1. Reaction SMILES: [CH2:16]([CH:17]=[CH2:18])[O:19][C:20](=[O:21])[c:22]1[cH:23][cH:24][c:25]([CH2:28][C:29](=[O:30])[OH:31])[cH:26][cH:27]1.[CH3:1][C:2]1([CH3:15])[c:3]2[cH:4][cH:5][c:6]([NH2:14])[cH:7][c:8]2[C:9]([CH3:12])([CH3:13])[CH2:10][CH2:11]1>>[CH3:1][C:2]1([CH3:15])[c:3]2[cH:4][cH:5][c:6]([NH:14][C:29]([CH2:28][c:25]3[cH:24][cH:23][c:22]([C:20]([O:19][CH2:16][CH:17]=[CH2:18])=[O:21])[cH:27][cH:26]3)=[O:30])[cH:7][c:8]2[C:9]([CH3:12])([CH3:13])[CH2:10][CH2:11]1. The reactants are Cl.FC(C1=CC=C2C(=CC=NC2=C1)NC1=CC=C(C=C1)S(=O)(=O)Cl)(F)F (4-(7-Trifluoromethyl-4-quinolinylamino)benzenesulphonyl chloride hydrochloride), Cl.FC1=CC=C(C(=O)N2CCNCC2)C=C1 (1-(4-fluorobenzoyl)piperazine hydrochloride), C([O-])([O-])=O.[Na+].[Na+] (sodium carbonate). The solvent is C(Cl)(Cl)Cl (chloroform), O (water). Yields the product FC1=CC=C(C(=O)N2CCN(CC2)S(=O)(=O)C2=CC=C(C=C2)NC2=CC=NC3=CC(=CC=C23)C(F)(F)F)C=C1 (1-[4-Fluorobenzoyl]-4-[4-(7-trifluoromethyl-4-quinolinylamino)benzenesulphonyl]piperazine). Yield: 20.1%. RXN SMILES: Cl.[F:2][C:3]([F:26])([F:25])[C:4]1[CH:13]=[C:12]2[C:7]([C:8]([NH:14][C:15]3[CH:20]=[CH:19][C:18]([S:21](Cl)(=[O:23])=[O:22])=[CH:17][CH:16]=3)=[CH:9][CH:10]=[N:11]2)=[CH:6][CH:5]=1.Cl.[F:28][C:29]1[CH:42]=[CH:41][C:32]([C:33]([N:35]2[CH2:40][CH2:39][NH:38][CH2:37][CH2:36]2)=[O:34])=[CH:31][CH:30]=1.C(=O)([O-])[O-].[Na+].[Na+]>C(Cl)(Cl)Cl.O>[F:28][C:29]1[CH:42]=[CH:41][C:32]([C:33]([N:35]2[CH2:40][CH2:39][N:38]([S:21]([C:18]3[CH:19]=[CH:20][C:15]([NH:14][C:8]4[C:7]5[C:12](=[CH:13][C:4]([C:3]([F:26])([F:25])[F:2])=[CH:5][CH:6]=5)[N:11]=[CH:10][CH:9]=4)=[CH:16][CH:17]=3)(=[O:23])=[O:22])[CH2:37][CH2:36]2)=[O:34])=[CH:31][CH:30]=1 |f:0.1,2.3,4.5.6|. Procedure: 4-(7-Trifluoromethyl-4-quinolinylamino)benzenesulphonyl chloride hydrochloride (3.5 g, 0.008 mol) was added portionwise to a cold (10°), well stirred mixture of 1-(4-fluorobenzoyl)piperazine hydrochloride (2.0 g, 0.008 mol) in chloroform (50 ml) and sodium carbonate (10.0 g) in water (50 ml). The cooling bath was removed and the mixture was allowed to warm to room temperature. After half an hour, the mixture was filtered and the filtrate separated. The chloroform layer was dried (MgSO4). The sol...